This data is from the Open Reaction Database (ORD), a public repository of structured organic reaction records. The task is: describe an organic reaction: reactants, conditions, products, and yield Reactants: C(C)(C)NC(C)C (diisopropylamine), C(CCC)[Li] (n-butyllithium), C(C)(C)[N-]C(C)C.[Li+] (lithium diisopropylamide), P(=O)(OCC)(OCC)Cl (diethyl chlorophosphate), C(CCC)[Li] (n-butyllithium), CC1(CCC(C2=CC(=C(C=C12)C)C(C)=O)(C)C)C (1,1,4,4,7-pentamethyl-6-acetyl-1,2,3,4-tetrahydronapthalene), C(C)(C)NC(C)C (diisopropylamine). Solvent: O1CCCC1 (tetrahydrofuran), CCCCCC (hexane), O1CCCC1 (tetrahydrofuran), O1CCCC1 (tetrahydrofuran). Conditions: temperature -78 celsius, time 1.25 hour. Product: CC1(CCC(C2=CC=C(C=C12)C)(C)C)C (1,1,4,4,7-Pentamethyl-1,2,3,4-tetrahydronaphthalene). Reaction SMILES: C(NC(C)C)(C)C.C([Li])CCC.[CH3:13][C:14]1([CH3:30])[C:23]2[C:18](=[CH:19][C:20]([C:25](=O)C)=[C:21](C)[CH:22]=2)[C:17]([CH3:29])([CH3:28])[CH2:16][CH2:15]1.P(Cl)(OCC)(OCC)=O.C([N-]C(C)C)(C)C.[Li+]>O1CCCC1.CCCCCC>[CH3:28][C:17]1([CH3:29])[C:18]2[C:23](=[CH:22][CH:21]=[C:20]([CH3:25])[CH:19]=2)[C:14]([CH3:30])([CH3:13])[CH2:15][CH2:16]1 |f:4.5|. Procedure: To a stirred solution of 794.2 mg (7.8486 mmol) diisopropylamine in 7 ml dry tetrahydrofuran under argon at -78° C. was added dropwise 4.9 ml of 1.6M (7.84 mmol) n-butyllithium in hexane. This solution was stirred at -78° C. for 1.25 hours and then treated via a double ended needle with a solution of 1.9 g (7.7749 mmol) of 1,1,4,4,7-pentamethyl-6-acetyl-1,2,3,4-tetrahydronapthalene in 4 ml dry tetrahydrofuran. After stirring at -78° C. for 1 hour, the mixture was treated with 1.3134 g (7.6117 mm... Reactants: ClC1=CC(=CC=C1)C(=O)OO (Metachloroperbenzoic acid), C(C1=CC=CC=C1)NCCC1=CC=C(OC2=CC=C(C=C2)C(C)=O)C=C1 (1-{4-[4-(2-benzylamino-ethyl)-phenoxy]-phenyl}-ethanone). Solvent: C(Cl)(Cl)Cl (chloroform), ClCCl (dichloromethane). Run at time 8 hour. Yields the product C(C1=CC=CC=C1)NCCC1=CC=C(OC2=CC=C(C=C2)OC(C)=O)C=C1 (Acetic acid 4-[4-(2-benzylamino-ethyl)-phenoxy]-phenyl ester). The yield is 31.1%. Reaction SMILES: ClC1C=CC=[C:4]([C:8]([O:10]O)=[O:9])C=1.[CH2:12]([NH:19][CH2:20][CH2:21][C:22]1[CH:37]=[CH:36][C:25]([O:26][C:27]2[CH:32]=[CH:31][C:30](C(=O)C)=[CH:29][CH:28]=2)=[CH:24][CH:23]=1)[C:13]1[CH:18]=[CH:17][CH:16]=[CH:15][CH:14]=1>C(Cl)(Cl)Cl.ClCCl>[CH2:12]([NH:19][CH2:20][CH2:21][C:22]1[CH:23]=[CH:24][C:25]([O:26][C:27]2[CH:28]=[CH:29][C:30]([O:10][C:8](=[O:9])[CH3:4])=[CH:31][CH:32]=2)=[CH:36][CH:37]=1)[C:13]1[CH:14]=[CH:15][CH:16]=[CH:17][CH:18]=1. Procedure: Metachloroperbenzoic acid (0.23 g) was added to a solution of 1-{4-[4-(2-benzylamino-ethyl)-phenoxy]-phenyl}-ethanone (0.36 g) in chloroform (25 mL) while stirring at room temperature. Stirring was continued overnight then the reaction was diluted with dichloromethane, washed with saturated aqueous sodium thiosulfate, dried over sodium chloride/magnesium sulfate, filtered, and concentrated on a rotary evaporator. The residue was diluted with methanol (5 mL) and saturated aqueous sodium bicarbona... The reactants are O=C1CCc2cc(Br)ccc21, CON, Cl, c1ccncc1. The product is CON=C1CCc2cc(Br)ccc21. RXN SMILES: [Br:1][c:2]1[cH:3][c:4]2[c:8]([cH:9][cH:10]1)[C:7](=[O:11])[CH2:6][CH2:5]2.[CH3:13][O:14][NH2:15].[ClH:12].[cH:16]1[cH:17][cH:18][n:19][cH:20][cH:21]1>>[Br:1][c:2]1[cH:3][c:4]2[c:8]([cH:9][cH:10]1)[C:7](=[N:15][O:14][CH3:13])[CH2:6][CH2:5]2. Starting materials: C(C)(C)(C)OC(C=CC1=CN=C2OCC(NC2=C1)=O)=O (3-(2-Oxo-2,3-dihydro-1H-4-oxa-1,5-diaza-naphthalen-7-yl)-acrylic acid tert-butyl ester), C(C1=CC=CC=C1)N[C@@H](C1=CC=CC=C1)C (N-benzyl-α-(R)-methylbenzylamine), [Li]CCCC (n-BuLi), [NH4+].[Cl-] (NH4Cl). Run in C1CCOC1 (THF), C1CCOC1 (THF), hexanes. Run at temperature 0 celsius, time 30 minute. The product is C(C1=CC=CC=C1)N([C@@H](CC(=O)O)C1=CN=C2OCC(NC2=C1)=O)[C@H](C)C1=CC=CC=C1 (3(S)-[Benzyl-(1(R)-phenylethyl)-amino]-3-(2-oxo-2,3-dihydro-1H-4-oxa-1,5-diaza-naphthalen-7-yl)-propionic acid). RXN SMILES: [CH2:1]([NH:8][C@H:9]([CH3:16])[C:10]1[CH:15]=[CH:14][CH:13]=[CH:12][CH:11]=1)[C:2]1[CH:7]=[CH:6][CH:5]=[CH:4][CH:3]=1.[Li]CCCC.C([O:26][C:27](=[O:41])[CH:28]=[CH:29][C:30]1[CH:39]=[C:38]2[C:33]([O:34][CH2:35][C:36](=[O:40])[NH:37]2)=[N:32][CH:31]=1)(C)(C)C.[NH4+].[Cl-]>C1COCC1>[CH2:1]([N:8]([C@@H:9]([C:10]1[CH:15]=[CH:14][CH:13]=[CH:12][CH:11]=1)[CH3:16])[C@H:29]([C:30]1[CH:39]=[C:38]2[C:33]([O:34][CH2:35][C:36](=[O:40])[NH:37]2)=[N:32][CH:31]=1)[CH2:28][C:27]([OH:41])=[O:26])[C:2]1[CH:7]=[CH:6][CH:5]=[CH:4][CH:3]=1 |f:3.4|. Procedure: A solution of N-benzyl-α-(R)-methylbenzylamine (0.82 g, 3.87 mmol) in THF (25 mL) at 0° C. was treated with n-BuLi (1.6 mL of a 2.5 M soln in hexanes). The resulting solution was stirred at 0° C. for 30 min and then cooled to -78° C. A solution of acrylate 20-5 (0.485 g, 1.76 mmol) in THF (5 mL) was added. After stirring for 15 min at -78° C., satd aq NH4Cl soln (5 mL) was added and the cold bath removed. The mixture was warmed to room temperature, and extracted with Et2O (2×40 mL). The combined... Starting materials: FC(C(=O)O)(F)F (trifluoroacetic acid), C(C)[SiH](CC)CC (triethylsilane), OC(C1=C(SC(=C1)C1=CC=NC=C1)C(=O)OCC)C1=CC2=CC=CC=C2C=C1 (Ethyl 3-[hydroxy(2-naphthyl)methyl]-5-pyridin-4-ylthiophene-2-carboxylate), FC(C(=O)O)(F)F (trifluoroacetic acid), C(C)[SiH](CC)CC (triethylsilane), crude product. The solvent is C(Cl)Cl (methylene chloride), C(Cl)Cl (DCM). Run at time 8 hour. Yields the product N1=CC=C(C=C1)C1=CC=C(S1)C(=O)OCC (Ethyl 5-pyridin-4-ylthiophene-2-carboxylate). Yield: 121.7%. As a reaction SMILES: OC(C1C=CC2C(=CC=CC=2)C=1)[C:3]1[CH:7]=[C:6]([C:8]2[CH:13]=[CH:12][N:11]=[CH:10][CH:9]=2)[S:5][C:4]=1[C:14]([O:16][CH2:17][CH3:18])=[O:15].FC(F)(F)C(O)=O.C([SiH](CC)CC)C>C(Cl)Cl>[N:11]1[CH:10]=[CH:9][C:8]([C:6]2[S:5][C:4]([C:14]([O:16][CH2:17][CH3:18])=[O:15])=[CH:3][CH:7]=2)=[CH:13][CH:12]=1. Reported procedure: Ethyl 3-[hydroxy(2-naphthyl)methyl]-5-pyridin-4-ylthiophene-2-carboxylate (118.0 mg, 0.3030 mmol), methylene chloride (2.4 mL), trifluoroacetic acid (140.0 uL, 1.818 mmol), and triethylsilane (84.7 uL, 0.530 mmol) were combined in a round bottomed flask equipped with a stirbar. The reaction was stirred overnight at room temperature under an atmosphere of nitrogen. An aliquot was taken from the reaction, quenched into water, basified with sodium carbonate, and extracted with ethyl acetate. TLC an... Starting materials: FC(OC1=C(C=CC=C1)CS(=O)(=O)CC(C(=O)O)NC(=O)N1CCOCC1)F (3-(2-difluoromethoxy-phenylmethanesulfonyl)-2-[(morpholine-4-carbonyl)-amino]-propionic acid), FC(OC1=C(C=CC=C1)CS(=O)(=O)CC(C(NC(C(C(C1=CC=CC=C1)=O)=O)(C)C)=O)NC(=O)N1CCOCC1)F (morpholine-4-carboxylic acid [2-(2-difluoromethoxy-phenylmethanesulfonyl)-1-(1,1-dimethyl-2,3-dioxo-3-phenyl-propylcarbamoyl)-ethyl]-amide). The product is OC(C(C)(C)NC(=O)C(CS(=O)(=O)CC1=CC=CC=C1)NC(=O)N1CCOCC1)C(C1=CC=CC=C1)=O (Morpholine-4-carboxylic acid [1-(2-hydroxy-1,1-dimethyl-3-oxo-3-phenyl-propylcarbamoyl)-2-phenylmethanesulfonyl-ethyl]-amide). As a reaction SMILES: FC(F)OC1C=CC=CC=1CS(CC(NC(N1CCOCC1)=O)C(O)=O)(=O)=O.FC(F)O[C:32]1[CH:37]=[CH:36][CH:35]=[CH:34][C:33]=1[CH2:38][S:39]([CH2:42][CH:43]([NH:60][C:61]([N:63]1[CH2:68][CH2:67][O:66][CH2:65][CH2:64]1)=[O:62])[C:44](=[O:59])[NH:45][C:46]([CH3:58])([CH3:57])[C:47](=[O:56])[C:48](=[O:55])[C:49]1[CH:54]=[CH:53][CH:52]=[CH:51][CH:50]=1)(=[O:41])=[O:40]>>[OH:56][CH:47]([C:48](=[O:55])[C:49]1[CH:54]=[CH:53][CH:52]=[CH:51][CH:50]=1)[C:46]([NH:45][C:44]([CH:43]([NH:60][C:61]([N:63]1[CH2:68][CH2:67][O:66][CH2:65][CH2:64]1)=[O:62])[CH2:42][S:39]([CH2:38][C:33]1[CH:32]=[CH:37][CH:36]=[CH:35][CH:34]=1)(=[O:41])=[O:40])=[O:59])([CH3:57])[CH3:58]. Reported procedure: By proceeding in a similar manner to Example 13 but using 3-(2-difluoromethoxy-phenylmethanesulfonyl)-2-[(morpholine-4-carbonyl)-amino]-propionic acid in step 3 there was prepared morpholine-4-carboxylic acid [2-(2-difluoromethoxy-phenylmethanesulfonyl)-1-(1,1-dimethyl-2,3-dioxo-3-phenyl-propylcarbamoyl)-ethyl]-amide. LC-MS: elution time=3.95 min. 593.4(M−1), 596.2(M+1). (MS: API 150EX. LC: HP Agilent 1100 Series. Column: Phenomenex, 5u ODS3 100A 100×3 mm.; Flow Rate: 2 ml/min. Two solvent gradi... The reactants are [Br-], [Li]CCCC, CCCC[P+](c1ccccc1)(c1ccccc1)c1ccccc1, CCO, CCCCCC, N#Cc1ccc(C2CCC(C=O)CC2)cc1F. Yields the product CCCC=CC1CCC(c2ccc(C#N)c(F)c2)CC1. RXN SMILES: [Br-:32].[CH2:1]([CH2:2][CH2:3][CH3:4])[Li:5].[CH2:33]([P+:34]([c:35]1[cH:36][cH:37][cH:38][cH:39][cH:40]1)([c:41]1[cH:42][cH:43][cH:44][cH:45][cH:46]1)[c:47]1[cH:48][cH:49][cH:50][cH:51][cH:52]1)[CH2:53][CH2:54][CH3:55].[CH3:23][CH2:24][OH:25].[CH3:26][CH2:27][CH2:28][CH2:29][CH2:30][CH3:31].[F:6][c:7]1[cH:8][c:9]([CH:15]2[CH2:16][CH2:17][CH:18]([CH:21]=[O:22])[CH2:19][CH2:20]2)[cH:10][cH:11][c:12]1[C:13]#[N:14]>>[CH:1]([CH2:2][CH2:3][CH3:4])=[CH:21][CH:18]1[CH2:17][CH2:16][CH:15]([c:9]2[cH:8][c:7]([F:6])[c:12]([C:13]#[N:14])[cH:11][cH:10]2)[CH2:20][CH2:19]1. Reactants: IC1=C(C=C(C=C1)CO)OCCC ((4-iodo-3-propoxyphenyl)methanol). Reagents/catalysts: [O-2].[Mn+2] (manganese oxide). Solvent: ClCCl (dichloromethane). Conditions: time 12 hour. Product: IC1=C(C=C(C=O)C=C1)OCCC (4-iodo-3-propoxybenzaldehyde). The yield is 57.0%. RXN SMILES: [I:1][C:2]1[CH:7]=[CH:6][C:5]([CH2:8][OH:9])=[CH:4][C:3]=1[O:10][CH2:11][CH2:12][CH3:13]>ClCCl.[O-2].[Mn+2]>[I:1][C:2]1[CH:7]=[CH:6][C:5]([CH:8]=[O:9])=[CH:4][C:3]=1[O:10][CH2:11][CH2:12][CH3:13] |f:2.3|. Procedure: The (4-iodo-3-propoxyphenyl)methanol is dissolved in 30 mL of dichloromethane and 3.9 g (45 mmol) of manganese oxide are added. The reaction medium is stirred for 12 hours at room temperature. After filtering off the solid through Celite, the filtrate is evaporated under vacuum. The residue obtained is purified by chromatography on a column of silica eluted with a 9/1 heptane/ethyl acetate mixture. 1.5 g (57% yield for the three steps a-c) of 4-iodo-3-propoxybenzaldehyde are obtained.